From a dataset of the Open Reaction Database (ORD), a public repository of structured organic reaction records. describe an organic reaction: reactants, conditions, products, and yield The reactants are C(C(C)(C)C)(=O)Cl (pivaloyl chloride), OC[C@H](C)[C@H]1CC[C@H]2[C@H](CCC[C@]12C)O ((1R,3aR,4S,7aR)-1-[(1R)-2-hydroxy-1-methylethyl]-7a-methyloctahydro-1H-inden-4-ol), resultant mixture. Solvent: N1=CC=CC=C1 (pyridine), ClCCl (dichloromethane). Reaction conditions: temperature 0 celsius. Product: C(C(C)(C)C)(=O)OC[C@H](C)[C@H]1CC[C@H]2[C@H](CCC[C@]12C)O ((2R)-2-[(1R,3aR,4S,7aR)-4-hydroxy-7a-methyloctahydro-1H-inden-1-yl]propyl pivalate). As a reaction SMILES: [OH:1][CH2:2][C@@H:3]([C@@H:5]1[C@:13]2([CH3:14])[C@H:8]([C@@H:9]([OH:15])[CH2:10][CH2:11][CH2:12]2)[CH2:7][CH2:6]1)[CH3:4].[C:16](Cl)(=[O:21])[C:17]([CH3:20])([CH3:19])[CH3:18]>ClCCl.N1C=CC=CC=1>[C:16]([O:1][CH2:2][C@@H:3]([C@@H:5]1[C@:13]2([CH3:14])[C@H:8]([C@@H:9]([OH:15])[CH2:10][CH2:11][CH2:12]2)[CH2:7][CH2:6]1)[CH3:4])(=[O:21])[C:17]([CH3:20])([CH3:19])[CH3:18]. Procedure details: The compound of Example 3D (0.58 g, 2.7 mmol) was dissolved in 4 mL of dichloromethane and 2 mL of pyridine; the solution was cooled to 0° C., and 0.39 mL of pivaloyl chloride was added dropwise over 5 minutes. The resultant mixture was stirred at 0° C. for 2.5 hours, then it was quenched with water, and the mixture was concentrated in vacuo with the bath maintained below ambient temperature. The crude material was partitioned between ether and 0.5 N aqueous HCl; the organic phase was washed wit... Reactants: Cl.COC1=CC=C(C=C1)NN (4-methoxyphenyl hydrazine hydrochloride), C1(C=2C(C(N1C1CCC(CC1)=O)=O)=CC=CC2)=O (4-phthalimido-cyclohexanone). The solvent is C(C)O (ethanol). Yields the product C1(C=2C(C(N1C1CCC=3NC4=CC=C(C=C4C3C1)OC)=O)=CC=CC2)=O (3-phthalimido-6-methoxy-1,2,3,4-tetrahydrocarbazole). Isolated yield 93.5%. As a reaction SMILES: Cl.[CH3:2][O:3][C:4]1[CH:9]=[CH:8][C:7]([NH:10]N)=[CH:6][CH:5]=1.[C:12]1(=[O:29])[N:16]([CH:17]2[CH2:22][CH2:21][C:20](=O)[CH2:19][CH2:18]2)[C:15](=[O:24])[C:14]2=[CH:25][CH:26]=[CH:27][CH:28]=[C:13]12>C(O)C>[C:15]1(=[O:24])[N:16]([CH:17]2[CH2:18][C:19]3[C:8]4[C:7](=[CH:6][CH:5]=[C:4]([O:3][CH3:2])[CH:9]=4)[NH:10][C:20]=3[CH2:21][CH2:22]2)[C:12](=[O:29])[C:13]2=[CH:28][CH:27]=[CH:26][CH:25]=[C:14]12 |f:0.1|. Procedure details: Reaction of 4-methoxyphenyl hydrazine hydrochloride (0.87 g, 5.0 mmol) with 4-phthalimido-cyclohexanone (1.22 g, 5.0 mmol) in ethanol (20 ml) heated under reflux for 2 hr, followed by cooling and removal of the precipitated solid by filtration gave 3-phthalimido-6-methoxy-1,2,3,4-tetrahydrocarbazole (1.62 g). Reactants: COC1OC(CC1)OC (2,5-Dimethoxytetrahydrofuran), NC=1C=C(C=CC1OC)C(=CC#N)C1=CC(=C(C=C1)OC)OCC (3-(3-amino-4-methoxy-phenyl)-3-(3-ethoxy-4-methoxy-phenyl)-acrylonitrile), CCOC(=O)C (EtOAc), C(=O)(O)[O-].[Na+] (NaHCO3). Solvent: C(C)(=O)O (acetic acid). Product: C(C)OC=1C=C(C=CC1OC)C(=CC#N)C1=CC(=C(C=C1)OC)N1C=CC=C1 (3-(3-Ethoxy-4-methoxy-phenyl)-3-(4-methoxy-3-Pyrrol-1-yl-phenyl)-acrylonitrile). Reaction SMILES: CO[CH:3]1[CH2:7][CH2:6][CH:5](OC)O1.[NH2:10][C:11]1[CH:12]=[C:13]([C:19]([C:23]2[CH:28]=[CH:27][C:26]([O:29][CH3:30])=[C:25]([O:31][CH2:32][CH3:33])[CH:24]=2)=[CH:20][C:21]#[N:22])[CH:14]=[CH:15][C:16]=1[O:17][CH3:18].CCOC(C)=O.C([O-])(O)=O.[Na+]>C(O)(=O)C>[CH2:32]([O:31][C:25]1[CH:24]=[C:23]([C:19]([C:13]2[CH:14]=[CH:15][C:16]([O:17][CH3:18])=[C:11]([N:10]3[CH:3]=[CH:7][CH:6]=[CH:5]3)[CH:12]=2)=[CH:20][C:21]#[N:22])[CH:28]=[CH:27][C:26]=1[O:29][CH3:30])[CH3:33] |f:3.4|. Procedure details: 2,5-Dimethoxytetrahydrofuran (0.2 g, 1.7 mmol) was added to a stirred solution of 3-(3-amino-4-methoxy-phenyl)-3-(3-ethoxy-4-methoxy-phenyl)-acrylonitrile (0.5 g, 1.5 mmol) in acetic acid (10 mL). The reaction mixture was heated to reflux under nitrogen for one hour. The mixture was cooled down to room temperature. The mixture was stirred with EtOAc (100 mL) and saturated NaHCO3 (40 mL) was added slowly. The EtOAc solution was washed with water (60 mL), brine (60 mL) and dried (MgSO4). Solvent w... Reactants: CCO, CN1CC=C(c2cc(N)cc(C(F)(F)F)c2)CC1. Product: CN1CCC(c2cc(N)cc(C(F)(F)F)c2)CC1. As a reaction SMILES: [CH3:19][CH2:20][OH:21].[CH3:1][N:2]1[CH2:3][CH2:4][C:5]([c:8]2[cH:9][c:10]([NH2:18])[cH:11][c:12]([C:14]([F:15])([F:16])[F:17])[cH:13]2)=[CH:6][CH2:7]1>>[CH3:1][N:2]1[CH2:3][CH2:4][CH:5]([c:8]2[cH:9][c:10]([NH2:18])[cH:11][c:12]([C:14]([F:15])([F:16])[F:17])[cH:13]2)[CH2:6][CH2:7]1. Starting materials: [OH-].[K+] (potassium hydroxide), [N+](=O)([O-])C=1C=C(C=CC1)C(C)=O (m-Nitroacetophenone), O (water), [H][H] (hydrogen). The reagents and catalysts are [Pd] (palladium on carbon). Yields the product NC=1C=C(C(C)O)C=CC1 (m-amino-α-methylbenzyl alcohol). The yield is 75.0%. Reaction SMILES: [N+:1]([C:4]1[CH:5]=[C:6]([C:10](=[O:12])[CH3:11])[CH:7]=[CH:8][CH:9]=1)([O-])=O.O.[H][H].[OH-].[K+]>[Pd]>[NH2:1][C:4]1[CH:5]=[C:6]([CH:7]=[CH:8][CH:9]=1)[CH:10]([OH:12])[CH3:11] |f:3.4|. Procedure details: m-Nitroacetophenone (66.0 g., 0.40 mole), water containing 0.70 mole phosphoric acid (300 ml.), and 5% palladium on carbon (2.0 g.) were hydrogenated as in Example II until hydrogen absorption ceased (2 hours). Work-up after neutralization with 1.40 moles potassium hydroxide gave m-amino-α-methylbenzyl alcohol in 75% yield which was 99% pure by GLC and contained 0.8% m-ethylaniline. Starting materials: O (water), BrC1=NC=CC=C1OCC1=NC=CC(=C1)C (2-bromo-3-{[(4-methyl-2-pyridinyl)methyl]oxy}pyridine), CC1(OB(OC1(C)C)C1=CC2=C(CCN(CC2)C(=O)OC(C)(C)C)C=C1)C (1,1-dimethylethyl 7-(4,4,5,5-tetramethyl-1,3,2-dioxaborolan-2-yl)-1,2,4,5-tetrahydro-3H-3-benzazepine-3-carboxylate), C([O-])([O-])=O.[Cs+].[Cs+] (cesium carbonate). The reagents and catalysts are C1=CC=C(C=C1)P([C-]2C=CC=C2)C3=CC=CC=C3.C1=CC=C(C=C1)P([C-]2C=CC=C2)C3=CC=CC=C3.[Fe+2] (dppf), Cl[Pd]Cl (PdCl2). Solvent: C(C)(=O)OCC (ethyl acetate), O1CCOCC1.O (dioxane water). Conditions: temperature 120 celsius. Product: CC1=CC(=NC=C1)COC=1C(=NC=CC1)C1=CC2=C(CCN(CC2)C(=O)OC(C)(C)C)C=C1 (1,1-dimethylethyl 7-(3-{[(4-methyl-2-pyridinyl)methyl]oxy}-2-pyridinyl)-1,2,4,5-tetrahydro-3H-3-benzazepine-3-carboxylate). As a reaction SMILES: Br[C:2]1[C:7]([O:8][CH2:9][C:10]2[CH:15]=[C:14]([CH3:16])[CH:13]=[CH:12][N:11]=2)=[CH:6][CH:5]=[CH:4][N:3]=1.CC1(C)C(C)(C)OB([C:25]2[CH:42]=[CH:41][C:28]3[CH2:29][CH2:30][N:31]([C:34]([O:36][C:37]([CH3:40])([CH3:39])[CH3:38])=[O:35])[CH2:32][CH2:33][C:27]=3[CH:26]=2)O1.C(=O)([O-])[O-].[Cs+].[Cs+].O>O1CCOCC1.O.Cl[Pd]Cl.C1C=CC(P(C2C=CC=CC=2)[C-]2C=CC=C2)=CC=1.C1C=CC(P(C2C=CC=CC=2)[C-]2C=CC=C2)=CC=1.[Fe+2].C(OCC)(=O)C>[CH3:16][C:14]1[CH:13]=[CH:12][N:11]=[C:10]([CH2:9][O:8][C:7]2[C:2]([C:25]3[CH:42]=[CH:41][C:28]4[CH2:29][CH2:30][N:31]([C:34]([O:36][C:37]([CH3:38])([CH3:39])[CH3:40])=[O:35])[CH2:32][CH2:33][C:27]=4[CH:26]=3)=[N:3][CH:4]=[CH:5][CH:6]=2)[CH:15]=1 |f:2.3.4,6.7,9.10.11|. Procedure details: To a degassed mixture of 2-bromo-3-{[(4-methyl-2-pyridinyl)methyl]oxy}pyridine (2.83 g), 1,1-dimethylethyl 7-(4,4,5,5-tetramethyl-1,3,2-dioxaborolan-2-yl)-1,2,4,5-tetrahydro-3H-3-benzazepine-3-carboxylate (4.54 g) and cesium carbonate (9.9 g) in dioxane:water (4:1, 40 ml) was added PdCl2.dppf (0.828 g). The reaction mixture was heated at 120° C. overnight. The reaction mixture was added to water and extraction was carried out with ethyl acetate. The organic layer was dried over sodium sulphate a... The reactants are ice water, C([O-])([O-])=O.[K+].[K+] (potassium carbonate), C(C)I (ethyl iodide), CNC1CCCN(C2=C1C=CC=C2)C(C2=CC=C(C=C2)NC(C2=C(C=CC=C2)C)=O)=O (5-Methylamino-1-[4-(2-methylbenzoylamino)benzoyl]-2,3,4,5-tetrahydro-1H-benzazepine). Solvent: CN(C=O)C (dimethylformamide). Reaction conditions: time 8 hour. The product is CN(CC)C1CCCN(C2=C1C=CC=C2)C(C2=CC=C(C=C2)NC(C2=C(C=CC=C2)C)=O)=O (5-(N-methyl-N-ethylamino)-1-[4-(2-methylbenzoylamino)benzoyl]-2,3,4,5-tetrahydro-1H-benzazepine). Isolated yield 4.7%. RXN SMILES: [CH3:1][NH:2][CH:3]1[C:9]2[CH:10]=[CH:11][CH:12]=[CH:13][C:8]=2[N:7]([C:14](=[O:31])[C:15]2[CH:20]=[CH:19][C:18]([NH:21][C:22](=[O:30])[C:23]3[CH:28]=[CH:27][CH:26]=[CH:25][C:24]=3[CH3:29])=[CH:17][CH:16]=2)[CH2:6][CH2:5][CH2:4]1.C(=O)([O-])[O-].[K+].[K+].[CH2:38](I)[CH3:39]>CN(C)C=O>[CH3:1][N:2]([CH:3]1[C:9]2[CH:10]=[CH:11][CH:12]=[CH:13][C:8]=2[N:7]([C:14](=[O:31])[C:15]2[CH:20]=[CH:19][C:18]([NH:21][C:22](=[O:30])[C:23]3[CH:28]=[CH:27][CH:26]=[CH:25][C:24]=3[CH3:29])=[CH:17][CH:16]=2)[CH2:6][CH2:5][CH2:4]1)[CH2:38][CH3:39] |f:1.2.3|. Reported procedure: 5-Methylamino-1-[4-(2-methylbenzoylamino)benzoyl]-2,3,4,5-tetrahydro-1H-benzazepine (1 g) is dissolved in dimethylformamide (10 ml) and thereto are added potassium carbonate (0.5 g) and ethyl iodide (0.45 g). The mixture is stirred at room temperature overnight. After completion of the reaction, the reaction solution is poured into ice-water and the precipitated crystal is collected by filtration, and purified by silica gel column chromatography (eluent; dichloromethane:methanol=90:1), and recry...